From a dataset of the Open Reaction Database (ORD), a public repository of structured organic reaction records. describe an organic reaction: reactants, conditions, products, and yield The reactants are C1(CCCC(N1C=1C=C(C(=O)O)C=C(C1)[N+](=O)[O-])=O)=O (3-Glutarimido-5-nitrobenzoic acid), [OH-].[Na+] (sodium hydroxide), Cl (hydrochloric acid). The reagents and catalysts are [Pd] (palladium-on-carbon). Reaction conditions: time 5 hour. Yields the product C(=O)(O)C=1C=C(NC(CCCC(=O)O)=O)C=C(C1)N (3'-Carboxy-5'-aminoglutaranilic Acid). As a reaction SMILES: [C:1]1(=[O:20])[N:6]([C:7]2[CH:8]=[C:9]([CH:13]=[C:14]([N+:16]([O-])=O)[CH:15]=2)[C:10]([OH:12])=[O:11])[C:5](=[O:19])[CH2:4][CH2:3][CH2:2]1.[OH-:21].[Na+].Cl>[Pd]>[C:10]([C:9]1[CH:8]=[C:7]([CH:15]=[C:14]([NH2:16])[CH:13]=1)[NH:6][C:5](=[O:19])[CH2:4][CH2:3][CH2:2][C:1]([OH:20])=[O:21])([OH:12])=[O:11] |f:1.2|. Procedure: 3-Glutarimido-5-nitrobenzoic acid (55.6 g.) was dissolved in 150 ml. of 10% aqueous sodium hydroxide, the pH adjusted to 8 with 3N hydrochloric acid, 1.0 g. of 10% palladium-on-carbon catalyst added, and the mixture hydrogenated in a Parr apparatus. Reduction was complete in 5 hours. The reaction mixture was filtered and the filtrate containing 3'-carboxy-5'-aminoglutaranilic acid iodinated as described below. The reactants are C1(CC1)C1=C(C=CC=C1)N1CCNCC1 (1-(2-cyclopropylphenyl)piperazine), BrCCCN(C(C1=CC=CC=C1)(C1=CC=CC=C1)C1=CC=CC=C1)C (3-bromo-N-methyl-N-(triphenylmethyl)propanamine), C([O-])([O-])=O.[K+].[K+] (potassium carbonate). The solvent is CN(C=O)C (dimethylformamide). Reaction conditions: temperature 96 celsius. The product is C1(CC1)C1=C(C=CC=C1)N1CCN(CC1)CCCN(C(C1=CC=CC=C1)(C1=CC=CC=C1)C1=CC=CC=C1)C (3-[4-(2-cyclopropylphenyl)piperazin-1-yl]-N-methyl-N-(tri-phenylmethyl)propanamine). The yield is 18.2%. RXN SMILES: [CH:1]1([C:4]2[CH:9]=[CH:8][CH:7]=[CH:6][C:5]=2[N:10]2[CH2:15][CH2:14][NH:13][CH2:12][CH2:11]2)[CH2:3][CH2:2]1.Br[CH2:17][CH2:18][CH2:19][N:20]([CH3:40])[C:21]([C:34]1[CH:39]=[CH:38][CH:37]=[CH:36][CH:35]=1)([C:28]1[CH:33]=[CH:32][CH:31]=[CH:30][CH:29]=1)[C:22]1[CH:27]=[CH:26][CH:25]=[CH:24][CH:23]=1.C(=O)([O-])[O-].[K+].[K+]>CN(C)C=O>[CH:1]1([C:4]2[CH:9]=[CH:8][CH:7]=[CH:6][C:5]=2[N:10]2[CH2:11][CH2:12][N:13]([CH2:17][CH2:18][CH2:19][N:20]([CH3:40])[C:21]([C:34]3[CH:39]=[CH:38][CH:37]=[CH:36][CH:35]=3)([C:22]3[CH:23]=[CH:24][CH:25]=[CH:26][CH:27]=3)[C:28]3[CH:33]=[CH:32][CH:31]=[CH:30][CH:29]=3)[CH2:14][CH2:15]2)[CH2:3][CH2:2]1 |f:2.3.4|. Procedure details: 9.0 g (0. 0444 mol) of 1-(2-cyclopropylphenyl)piperazine, 200 ml of dimethylformamide, 17.5 g (0.0444 mol) of 3-bromo-N-methyl-N-(triphenylmethyl)propanamine and 9 g of potassium carbonate are introduced into a 500 ml round-bottomed flask equipped with a reflux condenser and placed under nitrogen, and the mixture is heated three times for 6 h at 96° C. The solvent is evaporated under reduced pressure, the residue is taken up with water and dichloromethane, the organic phase is separated, washed ... Reactants: ( d ), S(=O)(=O)([O-])OOS(=O)(=O)[O-].[K+].[K+] (potassium monopersulphate), C(=O)(OC(C)(C)C)N[C@@H](CS)C(=O)O (Boc-L-cysteine), C(C1=CC=CC=C1)C(C(=O)OCC1=CC=CC=C1)=C (benzyl 2-benzylacrylate). The product is C(C1=CC=CC=C1)OC(=O)C(CS(=O)(=O)C[C@H](NC(=O)OC(C)(C)C)C(=O)O)CC1=CC=CC=C1 (3-[[(RS)-2-[(benzyloxy)carbonyl]-3-phenylpropyl]sulfonyl]-N-(tert-butoxycarbonyl)-L-alanine). Reaction SMILES: [C:1]([NH:8][C@H:9]([C:12]([OH:14])=[O:13])[CH2:10]S)([O:3][C:4]([CH3:7])([CH3:6])[CH3:5])=[O:2].[CH2:15]([C:22](=[CH2:33])[C:23]([O:25][CH2:26][C:27]1[CH:32]=[CH:31][CH:30]=[CH:29][CH:28]=1)=[O:24])[C:16]1[CH:21]=[CH:20][CH:19]=[CH:18][CH:17]=1.[S:34]([O:38]OS([O-])(=O)=O)([O-])(=O)=[O:35].[K+].[K+]>>[CH2:26]([O:25][C:23]([CH:22]([CH2:15][C:16]1[CH:17]=[CH:18][CH:19]=[CH:20][CH:21]=1)[CH2:33][S:34]([CH2:10][C@@H:9]([C:12]([OH:14])=[O:13])[NH:8][C:1]([O:3][C:4]([CH3:5])([CH3:6])[CH3:7])=[O:2])(=[O:38])=[O:35])=[O:24])[C:27]1[CH:32]=[CH:31][CH:30]=[CH:29][CH:28]=1 |f:2.3.4|. Reported procedure: In an analogous manner to that described in Example 1, paragraphs (d) and g), by adding Boc-L-cysteine to benzyl 2-benzylacrylate and subsequently oxidizing with potassium monopersulphate triple salt there was obtained 3-[[(RS)-2-[(benzyloxy)carbonyl]-3-phenylpropyl]sulfonyl]-N-(tert-butoxycarbonyl)-L-alanine as a colourless oil, MS: 506 (M+H)+. The product is CC(=O)c1ccc(OCc2cccc(Sc3cncc(C#N)c3)c2)c(C)c1O. Starting materials: C1CCOC1, N#Cc1cncc(Sc2cccc(CO)c2)c1, CC(=O)c1ccc(O)c(C)c1O, c1ccc(P(c2ccccc2)c2ccccc2)cc1. RXN SMILES: [CH2:49]1[O:50][CH2:51][CH2:52][CH2:53]1.[OH:20][CH2:21][c:22]1[cH:23][c:24]([S:28][c:29]2[cH:30][n:31][cH:32][c:33]([C:34]#[N:35])[cH:36]2)[cH:25][cH:26][cH:27]1.[OH:37][c:38]1[c:39]([C:46]([CH3:47])=[O:48])[cH:40][cH:41][c:42]([OH:45])[c:43]1[CH3:44].[c:1]1([P:2]([c:3]2[cH:4][cH:5][cH:6][cH:7][cH:8]2)[c:9]2[cH:10][cH:11][cH:12][cH:13][cH:14]2)[cH:15][cH:16][cH:17][cH:18][cH:19]1>>[O:20]([CH2:21][c:22]1[cH:23][c:24]([S:28][c:29]2[cH:30][n:31][cH:32][c:33]([C:34]#[N:35])[cH:36]2)[cH:25][cH:26][cH:27]1)[c:42]1[cH:41][cH:40][c:39]([C:46]([CH3:47])=[O:48])[c:38]([OH:37])[c:43]1[CH3:44]. Reactants: C(C1=CC=CC=C1)OC1=C(C=CC(=C1)CC)O (2-Benzyloxy-4-ethyl-phenol), C(=O)([O-])[O-].[K+].[K+] (K2CO3), FC1=NC(=CC=C1)F (2,6-difluoropyridine). Solvent: C(C)#N (acetonitrile). Reaction conditions: temperature 80 celsius, time 8 hour. The product is C(C1=CC=CC=C1)OC1=C(OC2=NC(=CC=C2)F)C=CC(=C1)CC (2-[2-(benzyloxy)-4-ethylphenoxy]-6-fluoropyridine). RXN SMILES: C([O-])([O-])=O.[K+].[K+].[CH2:7]([O:14][C:15]1[CH:20]=[C:19]([CH2:21][CH3:22])[CH:18]=[CH:17][C:16]=1[OH:23])[C:8]1[CH:13]=[CH:12][CH:11]=[CH:10][CH:9]=1.[F:24][C:25]1[CH:30]=[CH:29][CH:28]=[C:27](F)[N:26]=1>C(#N)C>[CH2:7]([O:14][C:15]1[CH:20]=[C:19]([CH2:21][CH3:22])[CH:18]=[CH:17][C:16]=1[O:23][C:27]1[CH:28]=[CH:29][CH:30]=[C:25]([F:24])[N:26]=1)[C:8]1[CH:13]=[CH:12][CH:11]=[CH:10][CH:9]=1 |f:0.1.2|. Reported procedure: To a suspension of K2CO3 (0.25 mmol; 35 mg) in anhydrous acetonitrile (2 mL) under argon, was added 2-Benzyloxy-4-ethyl-phenol (48 mg; 0.21 mmol) followed by 2,6-difluoropyridine (100 μL; 1.10 mmol). The reaction mixture was stirred at 80° C. overnight. Reactants: O=[N+]([O-])c1sc(Cl)nc1Cl, [H-], Nc1c(Cl)cccc1Cl, [Na+], C1CCOC1, O. The product is O=[N+]([O-])c1sc(Nc2c(Cl)cccc2Cl)nc1Cl. RXN SMILES: [Cl:12][c:13]1[s:14][c:15]([N+:19](=[O:20])[O-:21])[c:16]([Cl:18])[n:17]1.[H-:10].[NH2:1][c:2]1[c:3]([Cl:4])[cH:5][cH:6][cH:7][c:8]1[Cl:9].[Na+:11].[O:23]1[CH2:24][CH2:25][CH2:26][CH2:27]1.[OH2:22]>>[NH:1]([c:2]1[c:3]([Cl:4])[cH:5][cH:6][cH:7][c:8]1[Cl:9])[c:13]1[s:14][c:15]([N+:19](=[O:20])[O-:21])[c:16]([Cl:18])[n:17]1. The reactants are CN(C(=O)c1ccccc1)c1ccc(OCCc2csc(SC(C)(C)C(=O)OC(C)(C)C)n2)cc1, ClCCl, O=C(O)C(F)(F)F. Product: CN(C(=O)c1ccccc1)c1ccc(OCCc2csc(SC(C)(C)C(=O)O)n2)cc1. Reaction SMILES: [C:1]([CH3:2])([CH3:3])([CH3:4])[O:5][C:6]([C:7]([CH3:8])([CH3:9])[S:10][c:11]1[s:12][cH:13][c:14]([CH2:16][CH2:17][O:18][c:19]2[cH:20][cH:21][c:22]([N:25]([CH3:26])[C:27]([c:28]3[cH:29][cH:30][cH:31][cH:32][cH:33]3)=[O:34])[cH:23][cH:24]2)[n:15]1)=[O:35].[Cl:43][CH2:44][Cl:45].[OH:36][C:37]([C:38]([F:39])([F:40])[F:41])=[O:42]>>[O:5]=[C:6]([C:7]([CH3:8])([CH3:9])[S:10][c:11]1[s:12][cH:13][c:14]([CH2:16][CH2:17][O:18][c:19]2[cH:20][cH:21][c:22]([N:25]([CH3:26])[C:27]([c:28]3[cH:29][cH:30][cH:31][cH:32][cH:33]3)=[O:34])[cH:23][cH:24]2)[n:15]1)[OH:35]. Reactants: O=C([O-])[O-], CN(C)C=O, Cc1ccc(O)c(O)c1, ClCCl, [Cs+], [Cs+]. Yields the product Cc1ccc2c(c1)OCO2. As a reaction SMILES: [C:10](=[O:11])([O-:12])[O-:13].[CH3:19][N:20]([CH3:21])[CH:22]=[O:23].[CH3:1][c:2]1[cH:3][cH:4][c:5]([OH:6])[c:7]([OH:8])[cH:9]1.[Cl:16][CH2:17][Cl:18].[Cs+:14].[Cs+:15]>>[CH3:1][c:2]1[cH:3][cH:4][c:5]2[c:7]([cH:9]1)[O:8][CH2:10][O:6]2.